The task is: describe an organic reaction: reactants, conditions, products, and yield. This data is from the Open Reaction Database (ORD), a public repository of structured organic reaction records. The reactants are CN(C)C=O, CC(=O)O, Cl, Cl[Cu]Cl, O=N[O-], COc1ccc(CCNc2cc(-c3cccc(N)c3)nc(OC)n2)cc1, [Na+], O=S=O, O. Product: COc1ccc(CCNc2cc(-c3cccc(S(=O)(=O)Cl)c3)nc(OC)n2)cc1. Reaction SMILES: [CH3:35][N:36]([CH3:37])[CH:38]=[O:39].[CH3:41][C:42](=[O:43])[OH:44].[ClH:27].[Cu:45]([Cl:46])[Cl:47].[N:28]([O-:29])=[O:30].[NH2:1][c:2]1[cH:3][c:4](-[c:8]2[cH:9][c:10]([NH:16][CH2:17][CH2:18][c:19]3[cH:20][cH:21][c:22]([O:25][CH3:26])[cH:23][cH:24]3)[n:11][c:12]([O:14][CH3:15])[n:13]2)[cH:5][cH:6][cH:7]1.[Na+:31].[O:32]=[S:33]=[O:34].[OH2:40]>>[c:2]1([S:33]([Cl:27])(=[O:32])=[O:34])[cH:3][c:4](-[c:8]2[cH:9][c:10]([NH:16][CH2:17][CH2:18][c:19]3[cH:20][cH:21][c:22]([O:25][CH3:26])[cH:23][cH:24]3)[n:11][c:12]([O:14][CH3:15])[n:13]2)[cH:5][cH:6][cH:7]1. Reactants: CC(C)(C)OC(=O)N1CC=C(CO)C1, CC(=O)OC(C)=O, CN(C)c1ccncc1, c1ccncc1. The product is CC(=O)OCC1=CCN(C(=O)OC(C)(C)C)C1. RXN SMILES: [C:1]([CH3:2])([CH3:3])([CH3:4])[O:5][C:6](=[O:7])[N:8]1[CH2:9][C:10]([CH2:13][OH:14])=[CH:11][CH2:12]1.[CH3:15][C:16](=[O:17])[O:18][C:19](=[O:20])[CH3:21].[CH3:22][N:23]([c:24]1[cH:25][cH:26][n:27][cH:28][cH:29]1)[CH3:30].[cH:31]1[cH:32][cH:33][n:34][cH:35][cH:36]1>>[C:1]([CH3:2])([CH3:3])([CH3:4])[O:5][C:6](=[O:7])[N:8]1[CH2:9][C:10]([CH2:13][O:14][C:16]([CH3:15])=[O:17])=[CH:11][CH2:12]1. The reactants are [H-].[Al+3].[Li+].[H-].[H-].[H-] (lithium aluminum hydride), O1C(CCCC1)OCCC1(C(NCC1)=O)C1=CC(=C(C=C1)Cl)Cl (3-(2-tetrahydropyranyloxyethyl)-3-(3,4-dichlorophenyl)-2-pyrrolidinone), O (water), [OH-].[Na+] (sodium hydroxide), O (water). The solvent is O1CCCC1 (tetrahydrofuran), O1CCCC1 (tetrahydrofuran). Run at temperature 60 celsius. Product: O1C(CCCC1)OCCC1(CNCC1)C1=CC(=C(C=C1)Cl)Cl (3-(2-Tetrahydropyranyloxyethyl)-3-(3,4-dichlorophenyl)pyrrolidine). Reaction SMILES: [O:1]1[CH2:6][CH2:5][CH2:4][CH2:3][CH:2]1[O:7][CH2:8][CH2:9][C:10]1([C:16]2[CH:21]=[CH:20][C:19]([Cl:22])=[C:18]([Cl:23])[CH:17]=2)[CH2:14][CH2:13][NH:12][C:11]1=O.[H-].[Al+3].[Li+].[H-].[H-].[H-].O.[OH-].[Na+]>O1CCCC1>[O:1]1[CH2:6][CH2:5][CH2:4][CH2:3][CH:2]1[O:7][CH2:8][CH2:9][C:10]1([C:16]2[CH:21]=[CH:20][C:19]([Cl:22])=[C:18]([Cl:23])[CH:17]=2)[CH2:14][CH2:13][NH:12][CH2:11]1 |f:1.2.3.4.5.6,8.9|. Reported procedure: The 3-(2-tetrahydropyranyloxyethyl)-3-(3,4-dichlorophenyl)-2-pyrrolidinone (3.9 grams prepared as described supra) is dissolved in 50 ml of tetrahydrofuran and the solution is added to a suspension of 0.9 grams of lithium aluminum hydride in 5 ml of tetrahydrofuran heated to 60° C. The reaction mixture is then heated for one hour at 60° C. and then cooled. To the resulting mixture 1 ml of water, 1 ml of 4N sodium hydroxide, and 3 ml of water are added sequentially. The insoluble portion is remov... The reactants are C1(=CC=CC2=CC=CC=C12)C=O (naphthalene-1-carboxaldehyde), solution, CC(C)([O-])C.[K+] (potassium tert-butoxide), [Br-].C(C)OC(=O)[P+](C1=CC=CC=C1)(C1=CC=CC=C1)C1=CC=CC=C1 (ethoxycarbonyltriphenylphosphonium bromide). Solvent: O1CCCC1 (tetrahydrofuran), O1CCCC1 (tetrahydrofuran). Reaction conditions: time 1 hour. The product is C1(=CC=CC2=CC=CC=C12)C(C(=O)OCC)=C (Ethyl naphthalen-1-ylacrylate). Reaction SMILES: [CH3:1]C(C)([O-])C.[K+].[Br-].[CH2:8]([O:10][C:11]([P+](C1C=CC=CC=1)(C1C=CC=CC=1)C1C=CC=CC=1)=[O:12])[CH3:9].[C:32]1([CH:42]=O)[C:41]2[C:36](=[CH:37][CH:38]=[CH:39][CH:40]=2)[CH:35]=[CH:34][CH:33]=1>O1CCCC1>[C:32]1([C:42](=[CH2:1])[C:11]([O:10][CH2:8][CH3:9])=[O:12])[C:41]2[C:36](=[CH:37][CH:38]=[CH:39][CH:40]=2)[CH:35]=[CH:34][CH:33]=1 |f:0.1,2.3|. Procedure details: 220 ml of a 1N solution of potassium tert-butoxide in tetrahyclrofuran are added dropwise to a solution of 0.219 mol of ethoxycarbonyltriphenylphosphonium bromide in 200 ml of tetrahydrofuran. The medium is stirred for 1 h at room temperature, after which a solution of 0.22 mol of naphthalene-1-carboxaldehyde in tetrahydrofuran is added dropwise. The medium is stirred for 4 h at room temperature, filtered, the solvent is evaporated off and the residue is taken up in 400 ml of methylene chloride.... The reactants are CCS(=O)(=O)Cl, Nc1cccc(C(=O)c2c[nH]c3ncncc23)c1F, C1CCOC1, O=S(=O)(Cl)Cl, c1ccncc1. Product: CCS(=O)(=O)Nc1cccc(C(=O)c2c[nH]c3ncncc23)c1F. As a reaction SMILES: [CH2:30]([CH3:31])[S:32](=[O:33])(=[O:34])[Cl:35].[NH2:1][c:2]1[c:3]([F:19])[c:4]([C:8](=[O:9])[c:10]2[cH:11][nH:12][c:13]3[n:14][cH:15][n:16][cH:17][c:18]23)[cH:5][cH:6][cH:7]1.[O:20]1[CH2:21][CH2:22][CH2:23][CH2:24]1.[S:25]([Cl:26])([Cl:27])(=[O:28])=[O:29].[cH:36]1[cH:37][cH:38][n:39][cH:40][cH:41]1>>[NH:1]([c:2]1[c:3]([F:19])[c:4]([C:8](=[O:9])[c:10]2[cH:11][nH:12][c:13]3[n:14][cH:15][n:16][cH:17][c:18]23)[cH:5][cH:6][cH:7]1)[S:32]([CH2:30][CH3:31])(=[O:33])=[O:34]. Starting materials: O[C@@H](CC)[C@@H]1C[C@H](C(O1)=O)C ((3R,5S)-5-[(1S)-1-hydroxypropyl]-3-methyl-tetrahydrofuran-2-one), O[C@@H](CC)[C@@H]1C[C@H](C(O1)=O)C ((3R,5S)-5-[(1S)-1-hydroxypropyl]-3-methyl-tetrahydrofuran-2-one), TEA, C(C1=CC=CC=C1)(=O)Cl (benzoyl chloride). Reagents/catalysts: CN(C)C=1C=CN=CC1 (DMAP). Solvent: C(Cl)Cl (DCM). Conditions: temperature 25 celsius, time 4 hour. Yields the product C(C1=CC=CC=C1)(=O)O[C@@H](CC)[C@H]1OC([C@@H](C1)C)=O ([(1S)-1-[(2S,4R)-4-methyl-5-oxo-tetrahydrofuran-2-yl]propyl] benzoate). Isolated yield 84.7%. As a reaction SMILES: [OH:1][C@H:2]([C@H:5]1[O:9][C:8](=[O:10])[C@H:7]([CH3:11])[CH2:6]1)[CH2:3][CH3:4].[C:12](Cl)(=[O:19])[C:13]1[CH:18]=[CH:17][CH:16]=[CH:15][CH:14]=1>CN(C1C=CN=CC=1)C.C(Cl)Cl>[C:12]([O:1][C@H:2]([C@@H:5]1[CH2:6][C@@H:7]([CH3:11])[C:8](=[O:10])[O:9]1)[CH2:3][CH3:4])(=[O:19])[C:13]1[CH:18]=[CH:17][CH:16]=[CH:15][CH:14]=1. Procedure: To a solution of (3R,5S)-5-[(1S)-1-hydroxypropyl]-3-methyl-tetrahydrofuran-2-one (compound 28g, 1.0 g, 6.3 mmol), TEA (3.2 g, 31.2 mmol) and DMAP (100 mg) in DCM (50 mL) was added benzoyl chloride (1.8 g, 12.6 mmol) slowly at 0° C. The mixture was stirred at 25° C. for 4 hours and then quenched by saturated NaHCO3 solution, extracted with EtOAc (100 mL) twice. The organic layers were combined, washed with brine (50 mL), dried over Na2SO4 and concentrated in vacuo. The residue was purified by col... Starting materials: crystal, CI (methyl iodide), N12CCCCCC2=NCCC1 (DBU), N12CCCCCC2=NCCC1 (DBU), C(O)([O-])=O.[Na+] (sodium hydrogencarbonate), CI (methyl iodide), OC1=CC2=CC=C(C=C2C=C1C(=O)O)C(=O)O (2-Hydroxy-3,6-di-hydroxycarbonylnaphthalene), N12CCCCCC2=NCCC1 (1.8-diazabicyclo[5.4.0]undec-7-ene). The solvent is C(C)(=O)OCC (ethyl acetate), CN1C(CCC1)=O (N-methyl-2-pyrrolidone), C(C)#N (acetonitrile). Run at temperature 50 celsius, time 8 hour. Yields the product OC1=CC2=CC=C(C=C2C=C1C(=O)O)C(=O)OC (2-hydroxy-3-hydroxycarbonyl-6-methoxycarbonylnaphthalene). Reaction SMILES: [OH:1][C:2]1[C:11]([C:12]([OH:14])=[O:13])=[CH:10][C:9]2[C:4](=[CH:5][CH:6]=[C:7]([C:15]([OH:17])=[O:16])[CH:8]=2)[CH:3]=1.CI.N12CCCN=C1CCCC[CH2:21]2.C(=O)([O-])O.[Na+]>C(#N)C.CN1CCCC1=O.C(OCC)(=O)C>[OH:1][C:2]1[C:11]([C:12]([OH:14])=[O:13])=[CH:10][C:9]2[C:4](=[CH:5][CH:6]=[C:7]([C:15]([O:17][CH3:21])=[O:16])[CH:8]=2)[CH:3]=1 |f:3.4|. Procedure: 2-Hydroxy-3,6-di-hydroxycarbonylnaphthalene (11.6 g) was dispersed in anhydrous acetonitrile (116.0 g) and N-methyl-2-pyrrolidone (39.0 g). Then, methyl iodide (7.85 g) was added and 1.8-diazabicyclo[5.4.0]undec-7-ene (hereinafter referred to as “DBU”) (8.37 g) was added dropwise over 5 minutes, followed by heating at 50° C. overnight. Further methyl iodide (2.32 g) and DBU (2.42 g) was added and mixture was stirred overnight. The deposited crystal was filtered and then dried under reduced press... The reactants are ClC1=CC=2C3C(C(NC2C=C1)=S)(CCC3)F (8-chloro-3a-fluoro-1,2,3,3a,5,9b-hexahydrocyclopenta[c]quinoline-4-thione), N (ammonia). Run at time 2 hour. Reported procedure: 90 mg (0.35 mmol) of 8-chloro-3a-fluoro-1,2,3,3a,5,9b-hexahydrocyclopenta[c]quinoline-4-thione is dissolved in 20 ml of 7 M methanolic ammonia solution. After 2 hours of stirring at room temperature, the batch is concentrated by evaporation in a vacuum, and the residue is purified by column chromatography on silica gel with ethyl acetate: 73 mg of product, melting point 223° C. As a reaction SMILES: [Cl:1][C:2]1[CH:11]=[CH:10][C:9]2[NH:8][C:7](=S)[C:6]3([F:16])[CH2:13][CH2:14][CH2:15][CH:5]3[C:4]=2[CH:3]=1.[NH3:17]>>[NH2:17][C:7]1[C:6]2([F:16])[CH2:13][CH2:14][CH2:15][CH:5]2[C:4]2[CH:3]=[C:2]([Cl:1])[CH:11]=[CH:10][C:9]=2[N:8]=1. Yields the product NC1=NC=2C=CC(=CC2C2C1(CCC2)F)Cl (4-Amino-8-chloro-3a-fluoro-2,3,3a,9b-tetrahydro-1H-cyclopenta[c]quinoline). Starting materials: COC=1C=C(N)C=CC1F (3-methoxy-4-fluoro-aniline), ClC1=CC=C2C(=CC=NC2=C1)N1CCNCC1 (7-chloro-4-piperazinylquinoline), ClC(=O)OC1=CC=C(C=C1)[N+](=O)[O-] (p-nitrophenyl chloroformate), C(C)(C)N(CC)C(C)C (diisopropylethyl amine). The product is ClC1=CC=C2C(=CC=NC2=C1)N1CCN(CC1)C(=O)NC1=CC(=C(C=C1)F)OC (4-(7-Chloro-4-quinolinyl)-N-(4-fluoro-3-methoxyphenyl)-1-piperazinecarboxamide). Reaction SMILES: [CH3:1][O:2][C:3]1[CH:4]=[C:5]([CH:7]=[CH:8][C:9]=1[F:10])[NH2:6].Cl[C:12](OC1C=CC([N+]([O-])=O)=CC=1)=[O:13].C(N(C(C)C)CC)(C)C.[Cl:33][C:34]1[CH:43]=[C:42]2[C:37]([C:38]([N:44]3[CH2:49][CH2:48][NH:47][CH2:46][CH2:45]3)=[CH:39][CH:40]=[N:41]2)=[CH:36][CH:35]=1>>[Cl:33][C:34]1[CH:43]=[C:42]2[C:37]([C:38]([N:44]3[CH2:49][CH2:48][N:47]([C:12]([NH:6][C:5]4[CH:7]=[CH:8][C:9]([F:10])=[C:3]([O:2][CH3:1])[CH:4]=4)=[O:13])[CH2:46][CH2:45]3)=[CH:39][CH:40]=[N:41]2)=[CH:36][CH:35]=1. Procedure: As described for example 78, 3-methoxy-4-fluoro-aniline, p-nitrophenyl chloroformate, diisopropylethyl amine, and 7-chloro-4-piperazinylquinoline are reacted to afford the product. LC-MS: 415 (M++1). 1H NMR (CDCl3) δ 8.78 (d, 1H), 8.05 (s, 1H), 7.95 (d, 1H), 7.50 (d, 1H), 7.35 (d, 1H), 7.00 (m, 1H), 6.85 (d, 1H), 6.70 (m, 1H), 6.65 (s, 1H), 3.85 (s, 3H), 3.75 (m, 4H), 3.25 (m, 4H).